Dataset: the Open Reaction Database (ORD), a public repository of structured organic reaction records. Task: describe an organic reaction: reactants, conditions, products, and yield Starting materials: P(OCC)(OCC)OCC (triethyl phosphite), C(C(=O)Cl)(=O)Cl (Oxalyl chloride), C(=O)N1CCSCC1 (N-formyl-thiomorpholine), P(OCC)(OCC)OCC (Triethyl phosphite). Solvent: C(Cl)Cl (methylene chloride). Product: N1(CCSCC1)C(P(O)(O)=O)P(O)(O)=O ((4-Thiomorpholinylmethylene)-bisphosphonic acid). Reaction SMILES: C(Cl)(=O)C(Cl)=O.[CH:7]([N:9]1[CH2:14][CH2:13][S:12][CH2:11][CH2:10]1)=O.[P:15]([O:22]CC)([O:19]CC)[O:16]CC>C(Cl)Cl>[N:9]1([CH:7]([P:15](=[O:16])([OH:22])[OH:19])[P:15](=[O:22])([OH:19])[OH:16])[CH2:14][CH2:13][S:12][CH2:11][CH2:10]1. Reported procedure: Oxalyl chloride (16.6 ml) was added dropwise at 0° C. to a stirred solution of N-formyl-thiomorpholine (26.2 g) in methylene chloride (200 ml). The mixture was stirred at room temperature until the gas evolution ceased (about 5 hours later). Triethyl phosphite (66 ml) was then added during 1.5 hours at room temperature. Unreacted triethyl phosphite was removed in vacuo, and the residue was refluxed with 20% hydrochloric acid (150 ml) for 3 hours. The mixture was evaporated to dryness in vacuo, a... The reactants are OC1CCCCC1, O, O=C(O)Cc1ccc(O)cc1, Cc1ccc(S(=O)(=O)O)cc1, c1ccccc1. Product: O=C(Cc1ccc(O)cc1)OC1CCCCC1. Reaction SMILES: [CH:1]1([OH:7])[CH2:2][CH2:3][CH2:4][CH2:5][CH2:6]1.[OH2:36].[OH:8][C:9](=[O:10])[CH2:11][c:12]1[cH:13][cH:14][c:15]([OH:16])[cH:17][cH:18]1.[c:19]1([CH3:20])[cH:21][cH:22][c:23]([S:24]([OH:25])(=[O:26])=[O:27])[cH:28][cH:29]1.[cH:30]1[cH:31][cH:32][cH:33][cH:34][cH:35]1>>[CH:1]1([O:8][C:9](=[O:10])[CH2:11][c:12]2[cH:13][cH:14][c:15]([OH:16])[cH:17][cH:18]2)[CH2:2][CH2:3][CH2:4][CH2:5][CH2:6]1. The reactants are O=C1NC(C2CCCCC2)=NC12CCNCC2, CN(Cc1ccc(F)cc1F)C1CC(C(=O)O)N(Cc2ccc(Cl)c(Cl)c2)C1. The product is CN(Cc1ccc(F)cc1F)C1CC(C(=O)N2CCC3(CC2)N=C(C2CCCCC2)NC3=O)N(Cc2ccc(Cl)c(Cl)c2)C1. Reaction SMILES: [CH:29]1([C:35]2=[N:36][C:37]3([C:38](=[O:40])[NH:39]2)[CH2:41][CH2:42][NH:43][CH2:44][CH2:45]3)[CH2:30][CH2:31][CH2:32][CH2:33][CH2:34]1.[Cl:1][c:2]1[cH:3][c:4]([CH2:5][N:6]2[CH:7]([C:22](=[O:23])[OH:24])[CH2:8][CH:9]([N:11]([CH3:12])[CH2:13][c:14]3[c:15]([F:21])[cH:16][c:17]([F:20])[cH:18][cH:19]3)[CH2:10]2)[cH:25][cH:26][c:27]1[Cl:28]>>[Cl:1][c:2]1[cH:3][c:4]([CH2:5][N:6]2[CH:7]([C:22](=[O:23])[N:43]3[CH2:42][CH2:41][C:37]4([N:36]=[C:35]([CH:29]5[CH2:30][CH2:31][CH2:32][CH2:33][CH2:34]5)[NH:39][C:38]4=[O:40])[CH2:45][CH2:44]3)[CH2:8][CH:9]([N:11]([CH3:12])[CH2:13][c:14]3[c:15]([F:21])[cH:16][c:17]([F:20])[cH:18][cH:19]3)[CH2:10]2)[cH:25][cH:26][c:27]1[Cl:28]. Reactants: ClCCl, O=C(Cl)C(=O)Cl, O=C(O)Cc1ccccc1. The product is O=C(Cl)Cc1ccccc1. RXN SMILES: [CH2:17]([Cl:18])[Cl:19].[Cl:11][C:12]([C:13]([Cl:14])=[O:15])=[O:16].[OH:1][C:2](=[O:3])[CH2:4][c:5]1[cH:6][cH:7][cH:8][cH:9][cH:10]1>>[O:1]=[C:2]([CH2:4][c:5]1[cH:6][cH:7][cH:8][cH:9][cH:10]1)[Cl:11]. The reactants are COC(=O)c1c(Cl)cccc1CBr, CCOC(C)=O, Cc1ccccc1, CCCCCC, [K+], [K+], O=C([O-])[O-], NCCCc1ccccc1. The product is O=C1c2c(Cl)cccc2CN1CCCc1ccccc1. Reaction SMILES: [CH3:1][O:2][C:3]([c:4]1[c:5]([CH2:11][Br:12])[cH:6][cH:7][cH:8][c:9]1[Cl:10])=[O:13].[CH3:30][CH2:31][O:32][C:33](=[O:34])[CH3:35].[CH3:36][c:37]1[cH:38][cH:39][cH:40][cH:41][cH:42]1.[CH3:43][CH2:44][CH2:45][CH2:46][CH2:47][CH3:48].[K+:24].[K+:25].[O-:26][C:27]([O-:28])=[O:29].[c:14]1([CH2:20][CH2:21][CH2:22][NH2:23])[cH:15][cH:16][cH:17][cH:18][cH:19]1>>[C:3]1(=[O:13])[c:4]2[c:5]([cH:6][cH:7][cH:8][c:9]2[Cl:10])[CH2:11][N:23]1[CH2:22][CH2:21][CH2:20][c:14]1[cH:15][cH:16][cH:17][cH:18][cH:19]1. The reactants are C(CC)(=O)[O-].C1(=CC=CC=C1)[S+](C1=CC=CC=C1)C1=CC=CC=C1 (triphenylsulfonium propionate), C1(=CC=C(C=C1)S(=O)(=O)OC)C (methyl p-toluenesulfonate), resultant mixture. The solvent is C(C)#N (Acetonitrile). Product: C1(=CC=C(C=C1)S(=O)(=O)[O-])C.C1(=CC=CC=C1)[S+](C1=CC=CC=C1)C1=CC=CC=C1 (triphenylsulfonium p-toluenesulfonate). Isolated yield 113.2%. As a reaction SMILES: C([O-])(=O)CC.[C:6]1([S+:12]([C:19]2[CH:24]=[CH:23][CH:22]=[CH:21][CH:20]=2)[C:13]2[CH:18]=[CH:17][CH:16]=[CH:15][CH:14]=2)[CH:11]=[CH:10][CH:9]=[CH:8][CH:7]=1.[C:25]1([CH3:36])[CH:30]=[CH:29][C:28]([S:31]([O:34]C)(=[O:33])=[O:32])=[CH:27][CH:26]=1>C(#N)C>[C:25]1([CH3:36])[CH:26]=[CH:27][C:28]([S:31]([O-:34])(=[O:32])=[O:33])=[CH:29][CH:30]=1.[C:19]1([S+:12]([C:6]2[CH:7]=[CH:8][CH:9]=[CH:10][CH:11]=2)[C:13]2[CH:18]=[CH:17][CH:16]=[CH:15][CH:14]=2)[CH:20]=[CH:21][CH:22]=[CH:23][CH:24]=1 |f:0.1,4.5|. Procedure: Acetonitrile (5 ml) was added to triphenylsulfonium propionate (336 mg; 1.0 mmol) and methyl p-toluenesulfonate (204 mg; 1.1 mmol). The resultant mixture was refluxed for 5 hours while being stirred. The reaction mixture was cooled, and acetonitrile was removed through distillation under reduced pressure. The thus-obtained pale-yellow solid was washed with methylene chloride, and dried under vacuum, to thereby yield 492 mg of triphenylsulfonium p-toluenesulfonate (yield: 85%).